This data is from the Open Reaction Database (ORD), a public repository of structured organic reaction records. The task is: describe an organic reaction: reactants, conditions, products, and yield Starting materials: OCC=1SC(=CC1)C1=CC(=C(C(=C1)OC)OC)OC (2-Hydroxymethyl-5-(3,4,5-trimethoxyphenyl)thiophene), C(\C=C/C(=O)O)(=O)O (maleic acid), ClCC=1SC(=CC1)C1=CC(=C(C(=C1)OC)OC)OC (2-chloromethyl-5-(3,4,5-trimethoxyphenyl)thiophene), N1CCNCC1 (piperazine). Run in CO (methanol). Yields the product C(\C=C/C(=O)O)(=O)O.C(\C=C/C(=O)O)(=O)O.COC=1C=C(C=C(C1OC)OC)C1=CC=C(S1)CN1CCN(CC1)CC=1SC(=CC1)C1=CC(=C(C(=C1)OC)OC)OC (N,N′-bis[[5-(3,4,5-Trimethoxyphenyl)-thiophen-2-yl]methyl]piperazine Dimaleate). Reaction SMILES: O[CH2:2][C:3]1[S:4][C:5]([C:8]2[CH:13]=[C:12]([O:14][CH3:15])[C:11]([O:16][CH3:17])=[C:10]([O:18][CH3:19])[CH:9]=2)=[CH:6][CH:7]=1.Cl[CH2:21][C:22]1[S:23][C:24]([C:27]2[CH:32]=[C:31]([O:33][CH3:34])[C:30]([O:35][CH3:36])=[C:29]([O:37][CH3:38])[CH:28]=2)=[CH:25][CH:26]=1.[NH:39]1[CH2:44][CH2:43][NH:42][CH2:41][CH2:40]1.[C:45]([OH:52])(=[O:51])/[CH:46]=[CH:47]\[C:48]([OH:50])=[O:49]>CO>[C:45]([OH:52])(=[O:51])/[CH:46]=[CH:47]\[C:48]([OH:50])=[O:49].[C:45]([OH:52])(=[O:51])/[CH:46]=[CH:47]\[C:48]([OH:50])=[O:49].[CH3:19][O:18][C:10]1[CH:9]=[C:8]([C:5]2[S:4][C:3]([CH2:2][N:39]3[CH2:44][CH2:43][N:42]([CH2:21][C:22]4[S:23][C:24]([C:27]5[CH:32]=[C:31]([O:33][CH3:34])[C:30]([O:35][CH3:36])=[C:29]([O:37][CH3:38])[CH:28]=5)=[CH:25][CH:26]=4)[CH2:41][CH2:40]3)=[CH:7][CH:6]=2)[CH:13]=[C:12]([O:14][CH3:15])[C:11]=1[O:16][CH3:17] |f:5.6.7|. Procedure: 2-Hydroxymethyl-5-(3,4,5-trimethoxyphenyl)thiophene (234 mg) was treated in the same manner in Preparation Example 4 to synthesize 2-chloromethyl-5-(3,4,5-trimethoxyphenyl)thiophene. Since this product was unstable, it was immediately reacted with piperazine (36 mg) in the same manner in Example 1 without isolating it to obtain a product as a free base. This product was dissolved in methanol, and maleic acid was added to the solution, thereby converting it into the title compound. Starting materials: N#CC(O)c1ccc(F)c(Oc2ccccc2)c1, ClCCl, CC(C)(C)OC(=O)C=CC1C(C(=O)O)C1(C)C, CN(C)c1ccncc1. Yields the product CC(C)(C)OC(=O)C=CC1C(C(=O)OC(C#N)c2ccc(F)c(Oc3ccccc3)c2)C1(C)C. As a reaction SMILES: [C:1](#[N:2])[CH:3]([c:4]1[cH:5][c:6]([O:11][c:12]2[cH:13][cH:14][cH:15][cH:16][cH:17]2)[c:7]([F:10])[cH:8][cH:9]1)[OH:18].[CH2:45]([Cl:46])[Cl:47].[CH3:19][C:20]1([CH3:35])[CH:21]([C:32](=[O:33])[OH:34])[CH:22]1[CH:23]=[CH:24][C:25]([O:26][C:27]([CH3:28])([CH3:29])[CH3:30])=[O:31].[CH3:36][N:37]([CH3:38])[c:39]1[cH:40][cH:41][n:42][cH:43][cH:44]1>>[C:1](#[N:2])[CH:3]([c:4]1[cH:5][c:6]([O:11][c:12]2[cH:13][cH:14][cH:15][cH:16][cH:17]2)[c:7]([F:10])[cH:8][cH:9]1)[O:18][C:32]([CH:21]1[C:20]([CH3:19])([CH3:35])[CH:22]1[CH:23]=[CH:24][C:25]([O:26][C:27]([CH3:28])([CH3:29])[CH3:30])=[O:31])=[O:33].